Dataset: the Open Reaction Database (ORD), a public repository of structured organic reaction records. Task: describe an organic reaction: reactants, conditions, products, and yield Reactants: C=CCBr, CS(C)=O, [K+], [OH-], c1ccc2c(c1)[nH]c1ccccc12. Yields the product C=CCn1c2ccccc2c2ccccc21. Reaction SMILES: [CH2:16]([CH:17]=[CH2:18])[Br:19].[CH3:20][S:21]([CH3:22])=[O:23].[K+:15].[OH-:14].[cH:1]1[cH:2][cH:3][cH:4][c:5]2[c:6]3[cH:7][cH:8][cH:9][cH:10][c:11]3[nH:12][c:13]12>>[cH:1]1[cH:2][cH:3][cH:4][c:5]2[c:6]3[cH:7][cH:8][cH:9][cH:10][c:11]3[n:12]([CH2:18][CH:17]=[CH2:16])[c:13]12. The reactants are ClCC1=NC(=NO1)C=1N=CN2C1[C@H]1N(C(C3=C2C=CC=C3)=O)CCC1 ((S)-1-(5-chloromethyl-1,2,4-oxadiazol-3-yl)-11,12,13,13a-tetrahydro-9H-imidazo[1,5-a]pyrrolo[2,1-c][1,4]benzodiazepin-9-one), C(CC)N (propylamine). The solvent is CN(C=O)C (N,N-dimethylformamide). Conditions: time 2 hour. The product is C(CC)NCC1=NC(=NO1)C=1N=CN2C1[C@H]1N(C(C3=C2C=CC=C3)=O)CCC1 ((S)-1-(5-propylaminomethyl-1,2,4-oxadiazol-3-yl)-11,12,13,13a-tetrahydro-9H-imidazo[1,5-a]pyrrolo[2,1-c][1,4]benzodiazepin-9-one). The yield is 71.3%. RXN SMILES: Cl[CH2:2][C:3]1[O:7][N:6]=[C:5]([C:8]2[N:9]=[CH:10][N:11]3[C:17]4[CH:18]=[CH:19][CH:20]=[CH:21][C:16]=4[C:15](=[O:22])[N:14]4[CH2:23][CH2:24][CH2:25][C@H:13]4[C:12]=23)[N:4]=1.[CH2:26]([NH2:29])[CH2:27][CH3:28]>CN(C)C=O>[CH2:26]([NH:29][CH2:2][C:3]1[O:7][N:6]=[C:5]([C:8]2[N:9]=[CH:10][N:11]3[C:17]4[CH:18]=[CH:19][CH:20]=[CH:21][C:16]=4[C:15](=[O:22])[N:14]4[CH2:23][CH2:24][CH2:25][C@H:13]4[C:12]=23)[N:4]=1)[CH2:27][CH3:28]. Reported procedure: A solution of 710 mg (2.0 mmol) of (S)-1-(5-chloromethyl-1,2,4-oxadiazol-3-yl)-11,12,13,13a-tetrahydro-9H-imidazo[1,5-a]pyrrolo[2,1-c][1,4]benzodiazepin-9-one in 10 ml of N,N-dimethylformamide was treated with 0.5 ml (6.0 mmol) of propylamine and stirred at room temperature under argon for 2 hrs. The solution was evaporated, the residue was triturated in 5 ml of water and the crystals were filtered off. Additional crude product was obtained by extracting the aqueous phase with methylene chloride... Reactants: CCOC(=O)c1cnc(Cl)cc1Cl, NCCc1cccc(F)c1, [K+], [K+], O=C([O-])[O-], CN(C)C=O. The product is CCOC(=O)c1cnc(Cl)cc1NCCc1cccc(F)c1. Reaction SMILES: [Cl:1][c:2]1[cH:3][c:4]([Cl:13])[n:5][cH:6][c:7]1[C:8](=[O:9])[O:10][CH2:11][CH3:12].[F:14][c:15]1[cH:16][c:17]([CH2:21][CH2:22][NH2:23])[cH:18][cH:19][cH:20]1.[K+:24].[K+:25].[O-:26][C:27]([O-:28])=[O:29].[O:30]=[CH:31][N:32]([CH3:33])[CH3:34]>>[c:2]1([NH:23][CH2:22][CH2:21][c:17]2[cH:16][c:15]([F:14])[cH:20][cH:19][cH:18]2)[cH:3][c:4]([Cl:13])[n:5][cH:6][c:7]1[C:8](=[O:9])[O:10][CH2:11][CH3:12]. The reactants are O=C(Nc1ccc(Br)cc1)C1CN2CCC1CC2, OCc1ccc(Br)cc1F, O=C([O-])[O-], [K+], [K+], [Na+], CN(C)C=O, [OH-]. Product: O=C(Nc1ccc(-c2ccc(CO)c(F)c2)cc1)C1CN2CCC1CC2. As a reaction SMILES: [Br:17][c:18]1[cH:19][cH:20][c:21]([NH:24][C:25](=[O:26])[CH:27]2[CH2:28][N:29]3[CH2:30][CH2:31][CH:32]2[CH2:33][CH2:34]3)[cH:22][cH:23]1.[Br:7][c:8]1[cH:9][c:10]([F:16])[c:11]([CH2:14][OH:15])[cH:12][cH:13]1.[C:1](=[O:2])([O-:3])[O-:4].[K+:5].[K+:6].[Na+:36].[O:37]=[CH:38][N:39]([CH3:40])[CH3:41].[OH-:35]>>[c:8]1(-[c:18]2[cH:19][cH:20][c:21]([NH:24][C:25](=[O:26])[CH:27]3[CH2:28][N:29]4[CH2:30][CH2:31][CH:32]3[CH2:33][CH2:34]4)[cH:22][cH:23]2)[cH:9][c:10]([F:16])[c:11]([CH2:14][OH:15])[cH:12][cH:13]1.